Dataset: the Open Reaction Database (ORD), a public repository of structured organic reaction records. Task: describe an organic reaction: reactants, conditions, products, and yield The solvent is CC(=O)C (acetone). Yields the product C1(=CC=CC=C1)N1CCN(CC1)CCCNC(NCCC(=O)O)=O (3-{3-[3-(4-phenyl-1-piperazinyl)-propyl]-ureido}propionic acid). RXN SMILES: C([O:3][C:4](=[O:26])[CH2:5][CH2:6][NH:7][C:8]([NH:10][CH2:11][CH2:12][CH2:13][N:14]1[CH2:19][CH2:18][N:17]([C:20]2[CH:25]=[CH:24][CH:23]=[CH:22][CH:21]=2)[CH2:16][CH2:15]1)=[O:9])C.[OH-].[Na+].Cl>CC(C)=O>[C:20]1([N:17]2[CH2:18][CH2:19][N:14]([CH2:13][CH2:12][CH2:11][NH:10][C:8](=[O:9])[NH:7][CH2:6][CH2:5][C:4]([OH:26])=[O:3])[CH2:15][CH2:16]2)[CH:21]=[CH:22][CH:23]=[CH:24][CH:25]=1 |f:1.2|. Reported procedure: 19.0 g (0.0524 mol) of this ester are dissolved in 250 ml of acetone and mixed with 52.4 ml of N sodium hydroxide solution. The mixture is stirred at room temperature for 18 hours, 52.4 ml of N hydrochloric acid are added, the mixture is evaporated and the residue is re-crystallised from methanol, to yield 3-{3-[3-(4-phenyl-1-piperazinyl)-propyl]-ureido}propionic acid. Yield: 15.9 g (90% of theory). Melting range: 169°-171° C. ##STR27## Reactants: [OH-].[Na+] (sodium hydroxide), C(C)OC(CCNC(=O)NCCCN1CCN(CC1)C1=CC=CC=C1)=O (ethyl-3-{3-[3-(4-phenyl-1-piperazinyl)-propyl]-ureido}propionate), Cl (hydrochloric acid). Reaction conditions: time 18 hour. The reactants are BrC1=CC=C(C=C1)C(C(=O)O)O ((4-bromo-phenyl)-hydroxy-acetic acid), C1(=CC=C(C=C1)N)N (1,4-phenylenediamine), O (water). Solvent: ClC1=CC=CC=C1 (chlorobenzene). Run at time 21 hour. The product is BrC1=CC=C(C=C1)C(C(=O)NC1=CC=C(C=C1)NC(C(O)C1=CC=C(C=C1)Br)=O)O (2-(4-Bromo-phenyl)-N-{4-[2-(4-bromo-phenyl)-2-hydroxy-acetylamino]-phenyl}-2-hydroxy-acetamide). Yield: 95.0%. RXN SMILES: [Br:1][C:2]1[CH:7]=[CH:6][C:5]([CH:8]([OH:12])[C:9](O)=[O:10])=[CH:4][CH:3]=1.[C:13]1([NH2:20])[CH:18]=[CH:17][C:16]([NH2:19])=[CH:15][CH:14]=1.[OH2:21]>ClC1C=CC=CC=1>[Br:1][C:2]1[CH:7]=[CH:6][C:5]([CH:8]([OH:12])[C:9]([NH:19][C:16]2[CH:17]=[CH:18][C:13]([NH:20][C:9](=[O:10])[CH:8]([C:5]3[CH:6]=[CH:7][C:2]([Br:1])=[CH:3][CH:4]=3)[OH:12])=[CH:14][CH:15]=2)=[O:21])=[CH:4][CH:3]=1. Procedure: In a 250 cm3 flask fitted with a consender and a reverse Dean-Stark apparatus, the (4-bromo-phenyl)-hydroxy-acetic acid (25.00 g, 108.2 mmol) and 1,4-phenylenediamine (3.900 g, 36.07 mmol) are dissolved in chlorobenzene (100 cm3). The reaction mixture is heated to 132° C. while the generated water is distilled off the using the reverse Dean-Stark apparatus. After 21 hours, the reaction mixture is cooled down, the precipitate is filtered off and washed with methanol to yield the product (18.21 g,...